Dataset: the Open Reaction Database (ORD), a public repository of structured organic reaction records. Task: describe an organic reaction: reactants, conditions, products, and yield Starting materials: C(C)(C)(C)OC(N[C@@H]1C(NCC1)=O)=O ((2-oxopyrrolidin-3-(S)-yl)-carbamic acid tert-butyl ester), BrCC1=CC=C2C=CN=C(C2=C1)Cl (7-bromomethyl-1-chloro-isoquinoline), BrCC1=C2C=CC(=NC2=CC=C1)Cl (5-bromomethyl-2-chloro-quinoline), BrCC1=CC=C2C=CC(=NC2=C1)Cl (7-bromomethyl-2-chloro-quinoline). The product is C(C)(C)(C)OC(N[C@@H]1C(N(CC1)CC1=C2C=CC(=NC2=CC=C1)Cl)=O)=O ([1-(2-Chloro-quinolin-5-ylmethyl)-2-oxopyrrolidin-3-(S)-yl]-carbamic acid tert-butyl ester). RXN SMILES: [C:1]([O:5][C:6](=[O:14])[NH:7][C@H:8]1[CH2:12][CH2:11][NH:10][C:9]1=[O:13])([CH3:4])([CH3:3])[CH3:2].Br[CH2:16][C:17]1[CH:26]=[CH:25][CH:24]=[C:23]2[C:18]=1[CH:19]=[CH:20][C:21]([Cl:27])=[N:22]2.BrCC1C=C2C(C=CC(Cl)=N2)=CC=1.BrCC1C=C2C(C=CN=C2Cl)=CC=1>>[C:1]([O:5][C:6](=[O:14])[NH:7][C@H:8]1[CH2:12][CH2:11][N:10]([CH2:16][C:17]2[CH:26]=[CH:25][CH:24]=[C:23]3[C:18]=2[CH:19]=[CH:20][C:21]([Cl:27])=[N:22]3)[C:9]1=[O:13])([CH3:4])([CH3:2])[CH3:3]. Reported procedure: The title compound is prepared from (2-oxopyrrolidin-3-(S)-yl)-carbamic acid tert-butyl ester as described in EXAMPLE 1, Part H using a 2:1 mixture of 5-bromomethyl-2-chloro-quinoline to 7-bromomethyl-2-chloro-quinoline, as prepared in EXAMPLE 15, Part C, in place of 7-bromomethyl-1-chloro-isoquinoline. The crude product mixture is purified by column chromatography eluting with 1% MeOH in 25% EtOAc/CH2Cl2 to afford as the major product the title compound as a beige solid. Reactants: FC(OC1=CC=C(C=C1)B(O)O)(F)F (4-(trifluoromethoxy)phenylboronic acid), BrC1=CC(=C(C=C1)S(=O)(=O)N[C@@H]1C[C@@H](CCC1)N1C=NN=C1)CC (4-bromo-2-ethyl-N-[(1S,3R)-3-(4H-1,2,4-triazol-4-yl)cyclohexyl]benzenesulfonamide), C([O-])([O-])=O.[Na+].[Na+] (sodium carbonate), aqueous solution. The reagents and catalysts are C1=CC=C(C=C1)P([C-]2C=CC=C2)C3=CC=CC=C3.C1=CC=C(C=C1)P([C-]2C=CC=C2)C3=CC=CC=C3.Cl[Pd]Cl.[Fe+2] ([1,1′-bis(diphenylphosphino)ferrocene]dichloropalladium). Solvent: C(C)O (ethanol), C1(=CC=CC=C1)C (toluene). Run at temperature 90 celsius, time 3 hour. Product: C(C)C=1C=C(C=CC1S(=O)(=O)N[C@@H]1C[C@@H](CCC1)N1C=NN=C1)C1=CC=C(C=C1)OC(F)(F)F (3-ethyl-N-[(1S,3R)-3-(4H-1,2,4-triazol-4-yl)cyclohexyl]-4′-(trifluoromethoxy)biphenyl-4-sulfonamide). Reaction SMILES: [F:1][C:2]([F:14])([F:13])[O:3][C:4]1[CH:9]=[CH:8][C:7](B(O)O)=[CH:6][CH:5]=1.Br[C:16]1[CH:21]=[CH:20][C:19]([S:22]([NH:25][C@H:26]2[CH2:31][CH2:30][CH2:29][C@@H:28]([N:32]3[CH:36]=[N:35][N:34]=[CH:33]3)[CH2:27]2)(=[O:24])=[O:23])=[C:18]([CH2:37][CH3:38])[CH:17]=1.C(=O)([O-])[O-].[Na+].[Na+]>C(O)C.C1(C)C=CC=CC=1.C1C=CC(P(C2C=CC=CC=2)[C-]2C=CC=C2)=CC=1.C1C=CC(P(C2C=CC=CC=2)[C-]2C=CC=C2)=CC=1.Cl[Pd]Cl.[Fe+2]>[CH2:37]([C:18]1[CH:17]=[C:16]([C:7]2[CH:8]=[CH:9][C:4]([O:3][C:2]([F:14])([F:13])[F:1])=[CH:5][CH:6]=2)[CH:21]=[CH:20][C:19]=1[S:22]([NH:25][C@H:26]1[CH2:31][CH2:30][CH2:29][C@@H:28]([N:32]2[CH:36]=[N:35][N:34]=[CH:33]2)[CH2:27]1)(=[O:24])=[O:23])[CH3:38] |f:2.3.4,7.8.9.10|. Reported procedure: [1,1′-bis(diphenylphosphino)ferrocene]dichloropalladium (336 mg, 0.411 mmol) was added to a stirred solution of 4-(trifluoromethoxy)phenylboronic acid (1.27 g, 6.17 mmol), 2a (1.70 g, 4.11 mmol) and sodium carbonate (5.14 mL of a 2.0 M aqueous solution) in ethanol (32.0 mL) and toluene (8.0 mL). The resulting mixture was degassed and heated to 90° C. After 3 h, the reaction mixture was cooled to rt and filtered through a short column of Celite, eluting copiously with EtOH. The combined organics ... Reactants: CC1(C(C1C=O)C(=O)O)C (2,2-dimethyl-3-formyl-cyclopropane-carboxylic acid), CC1(C(C1\C=C(\C(OCC)=O)/F)C(=O)[O-])C (2,2-dimethyl-3(Z)-[2-fluoro-3-oxo-3-ethoxy-propenyl]-cyclopropane-1-carboxylate). Yields the product CC1(C(C1C=O)C(=O)O)C (2,2-dimethyl-3-formyl-cyclopropane-carboxylic acid), CC1(C(C1\C=C(\C(O)=O)/F)C(=O)[O-])C (2,2-dimethyl-3(Z)-[2-fluoro-3-oxo-3-hydroxy-propenyl]-cyclopropane-1-carboxylate). Reaction SMILES: [CH3:1][C:2]1([CH3:10])[CH:4]([CH:5]=[O:6])[CH:3]1[C:7]([OH:9])=[O:8].[CH3:11][C:12]1([CH3:26])[CH:14](/[CH:15]=[C:16](\[F:22])/[C:17](=[O:21])[O:18]CC)[CH:13]1[C:23]([O-:25])=[O:24]>>[CH3:1][C:2]1([CH3:10])[CH:4]([CH:5]=[O:6])[CH:3]1[C:7]([OH:9])=[O:8].[CH3:11][C:12]1([CH3:26])[CH:14](/[CH:15]=[C:16](\[F:22])/[C:17](=[O:18])[OH:21])[CH:13]1[C:23]([O-:25])=[O:24]. Procedure: Using the procedure of Step A of Example 14, (S)α-cyano-3-phenoxy-benzyl (1R, trans) 2,2-dimethyl-3(Z)-[2-fluoro-3-oxo-3-ethoxy-propenyl]-cyclopropane-1-carboxylate was reacted to obtain (S)α-cyano-3-phenoxy-benzyl (1R, trans) 2,2-dimethyl-3(Z)-[2-fluoro-3-oxo-3-hydroxy-propenyl]-cyclopropane-1-carboxylate which was reacted by the process of Step B of Example 14 to obtain (S)α-cyano-3-phenoxy-benzyl (1R, trans) 2,2-dimethyl-3(Z)-[2-fluoro-3-oxo-3-methoxy-propenyl]-cyclopropane-1-carboxylate with... Reactants: NCCN1C(S\C(\C1=O)=C/C1=CC=CC=C1)=O ((Z)-3-(2-aminoethyl)-5-benzylidenethiazolidine-2,4-dione), OC1=CC=C(C=O)C=C1 (4-hydroxybenzaldehyde), C(C1=CC=CC=C1)(C1=CC=CC=C1)(C1=CC=CC=C1)NCCN1C(SCC1=O)=O (3-(2-(tritylamino)ethyl)thiazolidine-2,4-dione), N1CCCCC1 (piperidine). Yields the product NCCN1C(S\C(\C1=O)=C/C1=CC=C(C=C1)O)=O ((Z)-3-(2-aminoethyl)-5-(4-hydroxybenzylidene)thiazolidine-2,4-dione). As a reaction SMILES: [OH:1][C:2]1[CH:9]=[CH:8][C:5]([CH:6]=O)=[CH:4][CH:3]=1.C([NH:29][CH2:30][CH2:31][N:32]1[C:36](=[O:37])[CH2:35][S:34][C:33]1=[O:38])(C1C=CC=CC=1)(C1C=CC=CC=1)C1C=CC=CC=1.N1CCCCC1.NCCN1C(=O)/C(=C/C2C=CC=CC=2)/SC1=O>>[NH2:29][CH2:30][CH2:31][N:32]1[C:36](=[O:37])/[C:35](=[CH:6]/[C:5]2[CH:8]=[CH:9][C:2]([OH:1])=[CH:3][CH:4]=2)/[S:34][C:33]1=[O:38]. Reported procedure: The title compound 30f was prepared from 4-hydroxybenzaldehyde (76 mg, 0.62 mmol), compound 29 (250 mg, 0.62 mmol) and piperidine (20.0 μL, 0.19 mmol) in a manner similar to that described for 30a in 43.0% (102 mg) yield as a yellow solid. The reactants are Cl.CN(CCCN=C=NCC)C (1-[3-(dimethylamino)propyl]-3-ethylcarbodiimide hydrochloride), O.ON1N=NC2=C1C=CC=C2 (1-hydroxybenzotriazole hydrate), CN1CCOCC1 (4-methyl morpholine), [OH-].[NH4+] (ammonium hydroxide), NC1=C(C(=O)O)C(=CC(=N1)OC)OC (2-Amino-4,6-dimethoxy-nicotinic acid), C1CCOC1 (THF). Run at time 10 minute. Product: OC1=C(C=C(C=C1C)C=1NC(C2=C(N1)N=C(C=C2OC)OC)=O)C (2-(4-hydroxy-3,5-dimethylphenyl)-5,7-dimethoxypyrido[2,3-d]pyrimidin-4(3H)-one). As a reaction SMILES: [NH2:1][C:2]1[N:10]=[C:9]([O:11][CH3:12])[CH:8]=[C:7]([O:13][CH3:14])[C:3]=1[C:4]([OH:6])=O.Cl.CN(C)[CH2:18][CH2:19][CH2:20][N:21]=C=NCC.O.ON1[C:33]2C=CC=[CH:37][C:32]=2N=N1.CN1[CH2:44][CH2:43][O:42]CC1.[OH-].[NH4+].[CH2:47]1COCC1>>[OH:42][C:43]1[C:44]([CH3:47])=[CH:18][C:19]([C:20]2[NH:21][C:4](=[O:6])[C:3]3[C:7]([O:13][CH3:14])=[CH:8][C:9]([O:11][CH3:12])=[N:10][C:2]=3[N:1]=2)=[CH:33][C:32]=1[CH3:37] |f:1.2,3.4,6.7|. Procedure: A mixture of dimethyl acetone-1,3-dicarboxylate (200 g, 1.15 mol), cyanamide (48.3 g, 1.15 mol), and Ni(acac)2 (14.75 g, 0.0574 mol) in dioxane (200 mL) was heated to reflux for 16 h and then cooled to room temperature. The precipitate was filtered off, and the solid was mixed with methanol (200 mL) and stirred for 30 min and filtered again to give 93 g product (44% yield). In a 1 L flask with a reflux condenser was added the product from step one (93.0 g, 0.505 mol) and POCl3 (425 mL) and the r... The reactants are CCCC[Sn](Cl)(CCCC)CCCC, [Li]CCCC, C1CCOC1, c1scc2c1OCCO2. Product: CCCC[Sn](CCCC)(CCCC)c1scc2c1OCCO2. Reaction SMILES: [CH2:15]([CH2:16][CH2:17][CH3:18])[Sn:19]([CH2:20][CH2:21][CH2:22][CH3:23])([CH2:24][CH2:25][CH2:26][CH3:27])[Cl:28].[CH2:1]([Li:2])[CH2:3][CH2:4][CH3:5].[CH2:29]1[O:30][CH2:31][CH2:32][CH2:33]1.[CH2:6]1[O:7][c:8]2[cH:9][s:10][cH:11][c:12]2[O:13][CH2:14]1>>[CH2:6]1[O:7][c:8]2[c:9]([Sn:19]([CH2:15][CH2:16][CH2:17][CH3:18])([CH2:20][CH2:21][CH2:22][CH3:23])[CH2:24][CH2:25][CH2:26][CH3:27])[s:10][cH:11][c:12]2[O:13][CH2:14]1.